Dataset: the Open Reaction Database (ORD), a public repository of structured organic reaction records. Task: describe an organic reaction: reactants, conditions, products, and yield Starting materials: C[S-].[Na+] (Sodium thiomethoxide), BrC1=CC=C(CBr)C=C1 (4-bromobenzyl bromide). Run in C1CCOC1 (THF). Reaction conditions: temperature 60 celsius. The product is BrC1=CC=C(C=C1)CSC (1-bromo-4-methylthiomethyl-benzene). As a reaction SMILES: [CH3:1][S-:2].[Na+].[Br:4][C:5]1[CH:12]=[CH:11][C:8]([CH2:9]Br)=[CH:7][CH:6]=1>C1COCC1>[Br:4][C:5]1[CH:12]=[CH:11][C:8]([CH2:9][S:2][CH3:1])=[CH:7][CH:6]=1 |f:0.1|. Procedure: Sodium thiomethoxide (1.0 g, 14.3 mmol) and 4-bromobenzyl bromide (2.65 g, 10.6 mmol) were combined with anhyd THF (50 mL) and the reaction mixture was stirred at 60° C. After 3 h the reaction mixture was concentrated in vacuo and the residue was washed into a separatory funnel with EtOAc and water. The organic layer was separated, dried (anhyd MgSO4), and concentrated in vacuo to yield 1-bromo-4-methylthiomethyl-benzene. To a solution of this crude thioether in DCM (100 mL) was added 3-chlorope... Product: O1C2=C(OCC1)C=C(C=C2)C2(CC2)C(=O)NC2=NC(=C(C=C2)C)C2=CNC(C(=C2)C)=O (1-(2,3-dihydrobenzo[b][1,4]dioxin-6-yl)-N-(5-methyl-6-(5-methyl-6-oxo-1,6-dihydropyridin-3-yl)pyridin-2-yl)cyclopropanecarboxamide). The reactants are O1C2=C(OCC1)C=C(C=C2)C2(CC2)C(=O)NC2=CC=C(C(=N2)C=2C=NC(=C(C2)C)OC)C (1-(2,3-dihydrobenzo[b][1,4]dioxin-6-yl)-N-(6′-methoxy-3,5′-dimethyl-2,3′-bipyridin-6-yl)cyclopropanecarboxamide), [Si](C)(C)(C)I (TMS-Iodide). Run in ClCCl (dichloromethane), C(C)#N (acetonitrile). Reported procedure: To a solution of 1-(2,3-dihydrobenzo[b][1,4]dioxin-6-yl)-N-(6′-methoxy-3,5′-dimethyl-2,3′-bipyridin-6-yl)cyclopropanecarboxamide (16 mg, 0.037 mmol) in acetonitrile (1 mL) was added TMS-Iodide (21.10 μL, 0.148 mmol). The reaction was stirred at 50° C. for 20 minutes. The reaction solution was diluted with dichloromethane and washed with saturated NaHSO3 (2×), brine, dried over MgSO4 and concentrated. The crude product was dissolved in DMSO (1 mL) and purified by reverse phase HPLC (10-99% CH3CN ... RXN SMILES: [O:1]1[CH2:6][CH2:5][O:4][C:3]2[CH:7]=[C:8]([C:11]3([C:14]([NH:16][C:17]4[N:22]=[C:21]([C:23]5[CH:24]=[N:25][C:26]([O:30]C)=[C:27]([CH3:29])[CH:28]=5)[C:20]([CH3:32])=[CH:19][CH:18]=4)=[O:15])[CH2:13][CH2:12]3)[CH:9]=[CH:10][C:2]1=2.[Si](I)(C)(C)C>C(#N)C.ClCCl>[O:1]1[CH2:6][CH2:5][O:4][C:3]2[CH:7]=[C:8]([C:11]3([C:14]([NH:16][C:17]4[CH:18]=[CH:19][C:20]([CH3:32])=[C:21]([C:23]5[CH:28]=[C:27]([CH3:29])[C:26](=[O:30])[NH:25][CH:24]=5)[N:22]=4)=[O:15])[CH2:12][CH2:13]3)[CH:9]=[CH:10][C:2]1=2. Run at temperature 50 celsius, time 20 minute. Reactants: CC(=O)O[BH-](OC(C)=O)OC(C)=O, ClCCl, CC(=O)O, ClCCCl, Cc1cc2c(cc1C(F)(F)F)NCCCC2N(Cc1cc(F)cc(C(F)(F)F)c1)c1nnn(C)n1, [Na+], O=Cc1ccncc1. Product: Cc1cc2c(cc1C(F)(F)F)N(Cc1ccncc1)CCCC2N(Cc1cc(F)cc(C(F)(F)F)c1)c1nnn(C)n1. RXN SMILES: [C:44]([O:45][BH-:46]([O:47][C:48](=[O:49])[CH3:50])[O:51][C:52](=[O:53])[CH3:54])(=[O:55])[CH3:56].[CH2:66]([Cl:67])[Cl:68].[CH3:62][C:63](=[O:64])[OH:65].[Cl:58][CH2:59][CH2:60][Cl:61].[F:9][c:10]1[cH:11][c:12]([CH2:13][N:14]([CH:15]2[c:16]3[c:17]([cH:22][c:23]([C:27]([F:28])([F:29])[F:30])[c:24]([CH3:26])[cH:25]3)[NH:18][CH2:19][CH2:20][CH2:21]2)[c:31]2[n:32][n:33][n:34]([CH3:36])[n:35]2)[cH:37][c:38]([C:40]([F:41])([F:42])[F:43])[cH:39]1.[Na+:57].[n:1]1[cH:2][cH:3][c:4]([CH:7]=[O:8])[cH:5][cH:6]1>>[n:1]1[cH:2][cH:3][c:4]([CH2:7][N:18]2[c:17]3[c:16]([cH:25][c:24]([CH3:26])[c:23]([C:27]([F:28])([F:29])[F:30])[cH:22]3)[CH:15]([N:14]([CH2:13][c:12]3[cH:11][c:10]([F:9])[cH:39][c:38]([C:40]([F:41])([F:42])[F:43])[cH:37]3)[c:31]3[n:32][n:33][n:34]([CH3:36])[n:35]3)[CH2:21][CH2:20][CH2:19]2)[cH:5][cH:6]1. Starting materials: ClC=1C=C2C(C(NC2=C(C1)F)=O)(NC)C1=C(C=CC=C1)Cl (5-chloro-3-(2-chlorophenyl)-7-fluoro-1,3-dihydro-3-(methylamino)indol-2-one), COC1=C(C=CC(=C1)OC)S(=O)(=O)Cl (2,4-dimethoxybenzenesulfonyl chloride). Yields the product ClC=1C=C2C(C(N(C2=C(C1)F)S(=O)(=O)C1=C(C=C(C=C1)OC)OC)=O)(NC)C1=C(C=CC=C1)Cl (5-Chloro-3-(2-chlorophenyl)-7-fluoro-1,3-dihydro-1-(2,4-dimethoxybenzenesulfonyl)-3-(methylamino)indol-2-one). Isolated yield 20.5%. As a reaction SMILES: [Cl:1][C:2]1[CH:3]=[C:4]2[C:8](=[C:9]([F:11])[CH:10]=1)[NH:7][C:6](=[O:12])[C:5]2([C:15]1[CH:20]=[CH:19][CH:18]=[CH:17][C:16]=1[Cl:21])[NH:13][CH3:14].[CH3:22][O:23][C:24]1[CH:29]=[C:28]([O:30][CH3:31])[CH:27]=[CH:26][C:25]=1[S:32](Cl)(=[O:34])=[O:33]>>[Cl:1][C:2]1[CH:3]=[C:4]2[C:8](=[C:9]([F:11])[CH:10]=1)[N:7]([S:32]([C:25]1[CH:26]=[CH:27][C:28]([O:30][CH3:31])=[CH:29][C:24]=1[O:23][CH3:22])(=[O:34])=[O:33])[C:6](=[O:12])[C:5]2([C:15]1[CH:20]=[CH:19][CH:18]=[CH:17][C:16]=1[Cl:21])[NH:13][CH3:14]. Procedure: This compound is prepared according to the procedure described in EXAMPLE 1 from 0.25 g of 5-chloro-3-(2-chlorophenyl)-7-fluoro-1,3-dihydro-3-(methylamino)indol-2-one and 0.165 g of 2,4-dimethoxybenzenesulfonyl chloride. 0.075 g of the expected product is obtained after crystallization and recrystallization from a DCM/iso ether mixture. M.p.=183°-185° C. Starting materials: CC(C)(C)OC(=O)CON, ClC(Cl)(Cl)Cl, O=C(O)C(=O)c1ccsc1. The product is CC(C)(C)OC(=O)CON=C(C(=O)O)c1ccsc1. Reaction SMILES: [C:11]([CH3:12])([CH3:13])([CH3:14])[O:15][C:16](=[O:17])[CH2:18][O:19][NH2:20].[C:21]([Cl:22])([Cl:23])([Cl:24])[Cl:25].[s:1]1[cH:2][c:3]([C:6]([C:7](=[O:8])[OH:9])=[O:10])[cH:4][cH:5]1>>[s:1]1[cH:2][c:3]([C:6]([C:7](=[O:8])[OH:9])=[N:20][O:19][CH2:18][C:16]([O:15][C:11]([CH3:12])([CH3:13])[CH3:14])=[O:17])[cH:4][cH:5]1.